This data is from the Open Reaction Database (ORD), a public repository of structured organic reaction records. The task is: describe an organic reaction: reactants, conditions, products, and yield Reaction SMILES: [NH:1]([C:3]1[C:8]([C:9]2[CH:14]=[CH:13][CH:12]=[CH:11][CH:10]=2)=[N:7][CH:6]=[CH:5][N:4]=1)[NH2:2].[C:15](OCC)(OCC)(OCC)[CH3:16]>>[C:9]1([C:8]2[C:3]3[N:4]([C:15]([CH3:16])=[N:2][N:1]=3)[CH:5]=[CH:6][N:7]=2)[CH:14]=[CH:13][CH:12]=[CH:11][CH:10]=1. Reported procedure: A solution of 0.78 g. of 2-hydrazino-3-phenylpyrazine in 6.0 ml. of triethyl orthoacetate is heated under reflux for one hour. The reaction mixture is cooled in an ice bath and the precipitated solid is collected by filtration. The solid is recrystallized from ethanol to give 0.49 g. of the desired product as tan crystals, m.p. 178°-180° C. Reactants: N(N)C1=NC=CN=C1C1=CC=CC=C1 (2-hydrazino-3-phenylpyrazine), C(C)(OCC)(OCC)OCC (triethyl orthoacetate). Product: C1(=CC=CC=C1)C=1C=2N(C=CN1)C(=NN2)C (8-Phenyl-3-methyl-1,2,4-triazolo[4,3-a]pyrazine).